This data is from the Open Reaction Database (ORD), a public repository of structured organic reaction records. The task is: describe an organic reaction: reactants, conditions, products, and yield The reactants are [BH4-], CO, I, [Na+], C1CCOC1, O=CNC1CC1c1ccccc1. RXN SMILES: [BH4-:1].[CH3:16][OH:17].[I:15].[Na+:2].[O:18]1[CH2:19][CH2:20][CH2:21][CH2:22]1.[c:3]1([CH:9]2[CH:10]([NH:12][CH:13]=[O:14])[CH2:11]2)[cH:4][cH:5][cH:6][cH:7][cH:8]1>>[c:3]1([CH:9]2[CH:10]([NH:12][CH3:13])[CH2:11]2)[cH:4][cH:5][cH:6][cH:7][cH:8]1. Product: CNC1CC1c1ccccc1.